From a dataset of the Open Reaction Database (ORD), a public repository of structured organic reaction records. describe an organic reaction: reactants, conditions, products, and yield The reactants are COC(C1=C(C=CC=C1)NCC1=CC(=NC=C1)N1C(CCC1)=O)=O (2-{[2-(2-oxo-pyrrolidin-1-yl)-pyridin-4-ylmethyl]-amino}-benzoic acid methyl ester), [OH-].[Na+] (sodium hydroxide), C(CC(O)(C(=O)O)CC(=O)O)(=O)O (citric acid). Solvent: CO (methanol). The product is O=C1N(CCC1)C1=NC=CC(=C1)CNC1=C(C(=O)O)C=CC=C1 (2-{[2-(2-Oxo-pyrrolidin-1-yl)-pyridin-4-ylmethyl]-amino}-benzoic Acid). Reaction SMILES: C[O:2][C:3](=[O:24])[C:4]1[CH:9]=[CH:8][CH:7]=[CH:6][C:5]=1[NH:10][CH2:11][C:12]1[CH:17]=[CH:16][N:15]=[C:14]([N:18]2[CH2:22][CH2:21][CH2:20][C:19]2=[O:23])[CH:13]=1.[OH-].[Na+].C(O)(=O)CC(CC(O)=O)(C(O)=O)O>CO>[O:23]=[C:19]1[CH2:20][CH2:21][CH2:22][N:18]1[C:14]1[CH:13]=[C:12]([CH2:11][NH:10][C:5]2[CH:6]=[CH:7][CH:8]=[CH:9][C:4]=2[C:3]([OH:24])=[O:2])[CH:17]=[CH:16][N:15]=1 |f:1.2|. Procedure: 700 mg (2.15 mmol) of 2-{[2-(2-oxo-pyrrolidin-1-yl)-pyridin-4-ylmethyl]-amino}-benzoic acid methyl ester is mixed in 15 ml of methanol with 2.7 ml of 1N sodium hydroxide solution and refluxed for 1 hour. After the methanol is distilled off in a vacuum, it is diluted with water and shaken once with ethyl acetate. The aqueous phase is mixed with 5 ml of 1 mol citric acid solution and stirred overnight. The solid precipitation is suctioned off and very quickly dried. 600 mg of 2-{[2-(2-oxo-pyrrolid... The reactants are Cl.Cl.N12C[C@@H](C(CC1)CC2)N ((R)-1-azabicyclo[2.2.2]oct-3-ylamine dihydrochloride), C/C(/C(=O)O)=C\C1=CC=CC=C1 (E-2-methyl-3-phenylpropenoic acid). The product is N12C[C@@H](C(CC1)CC2)NC(\C(=C\C2=CC=CC=C2)\C)=O ((R)-N-(1-Azabicyclo[2.2.2]oct-3-yl)(E-2-methyl-3-phenylpropenamide)). As a reaction SMILES: Cl.Cl.[N:3]12[CH2:10][CH2:9][CH:6]([CH2:7][CH2:8]1)[C@@H:5]([NH2:11])[CH2:4]2.[CH3:12]/[C:13](=[CH:17]\[C:18]1[CH:23]=[CH:22][CH:21]=[CH:20][CH:19]=1)/[C:14](O)=[O:15]>>[N:3]12[CH2:10][CH2:9][CH:6]([CH2:7][CH2:8]1)[C@@H:5]([NH:11][C:14](=[O:15])/[C:13](/[CH3:12])=[CH:17]/[C:18]1[CH:23]=[CH:22][CH:21]=[CH:20][CH:19]=1)[CH2:4]2 |f:0.1.2|. Procedure: Prepared as free base by a method analogous to that described in Example 1 from (R)-1-azabicyclo[2.2.2]oct-3-ylamine dihydrochloride and E-2-methyl-3-phenylpropenoic acid; MS (ES+) 271 (MH+). The reactants are OBO, N#Cc1ccc(Br)s1, COc1ccccc1, ClCCl, [Na+], [Na+], O=C([O-])[O-], C1COCCO1, O, c1ccc(P(c2ccccc2)(c2ccccc2)[Pd](P(c2ccccc2)(c2ccccc2)c2ccccc2)(P(c2ccccc2)(c2ccccc2)c2ccccc2)P(c2ccccc2)(c2ccccc2)c2ccccc2)cc1. The product is COc1ccccc1-c1ccc(C#N)s1. RXN SMILES: [BH:9]([OH:10])[OH:11].[Br:1][c:2]1[cH:3][cH:4][c:5]([C:7]#[N:8])[s:6]1.[CH3:12][O:13][c:14]1[cH:15][cH:16][cH:17][cH:18][cH:19]1.[Cl:26][CH2:27][Cl:28].[Na+:20].[Na+:21].[O-:22][C:23](=[O:24])[O-:25].[O:29]1[CH2:30][CH2:31][O:32][CH2:33][CH2:34]1.[OH2:112].[cH:35]1[cH:36][cH:37][c:38]([P:39]([Pd:40]([P:41]([c:42]2[cH:43][cH:44][cH:45][cH:46][cH:47]2)([c:48]2[cH:49][cH:50][cH:51][cH:52][cH:53]2)[c:54]2[cH:55][cH:56][cH:57][cH:58][cH:59]2)([P:60]([c:61]2[cH:62][cH:63][cH:64][cH:65][cH:66]2)([c:67]2[cH:68][cH:69][cH:70][cH:71][cH:72]2)[c:73]2[cH:74][cH:75][cH:76][cH:77][cH:78]2)[P:79]([c:80]2[cH:81][cH:82][cH:83][cH:84][cH:85]2)([c:86]2[cH:87][cH:88][cH:89][cH:90][cH:91]2)[c:92]2[cH:93][cH:94][cH:95][cH:96][cH:97]2)([c:98]2[cH:99][cH:100][cH:101][cH:102][cH:103]2)[c:104]2[cH:105][cH:106][cH:107][cH:108][cH:109]2)[cH:110][cH:111]1>>[c:2]1(-[c:15]2[c:14]([O:13][CH3:12])[cH:19][cH:18][cH:17][cH:16]2)[cH:3][cH:4][c:5]([C:7]#[N:8])[s:6]1. The reactants are O=Cc1ccccc1O, O=Cc1cc(Cl)ccc1O. The product is O=Cc1ccccc1. Reaction SMILES: [CH:1](=[O:2])[c:3]1[cH:4][cH:5][cH:6][cH:7][c:8]1[OH:9].[Cl:10][c:11]1[cH:12][c:13]([CH:14]=[O:15])[c:16]([OH:17])[cH:18][cH:19]1>>[CH:1](=[O:2])[c:3]1[cH:4][cH:5][cH:6][cH:7][cH:8]1. The reactants are C[C@H]1O[C@@H](CC(C1)=C(C(=O)OCC)NC=O)C (ethyl 2-((2R,6R)-2,6-dimethyl-2H-pyran-4(3H,5H,6H)-ylidene)-2-formamidoacetate). Reagents/catalysts: [B-](F)(F)(F)F.C[C@@H]1P([C@H](CC1)C)CCP2[C@H](CC[C@@H]2C)C.C1/C=C\CC/C=C\C1.[Rh] ((−)-1,2-bis((2S,5S)-2,5-dimethylphospholano)ethane(cyclooctadiene)-rhodium (I) tetrafluoroborate). The solvent is CO (MeOH). Run at time 3 day. Product: C[C@H]1O[C@@H](CC(C1)[C@@H](C(=O)OCC)NC=O)C ((S)-ethyl 2-((2R,6R)-2,6-dimethyltetrahydro-2H-pyran-4-yl)-2-formamidoacetate). Isolated yield 101.4%. Reaction SMILES: [CH3:1][C@@H:2]1[CH2:7][C:6](=[C:8]([NH:14][CH:15]=[O:16])[C:9]([O:11][CH2:12][CH3:13])=[O:10])[CH2:5][C@@H:4]([CH3:17])[O:3]1>CO.[B-](F)(F)(F)F.C[C@H]1CC[C@H](C)P1CCP1[C@@H](C)CC[C@@H]1C.C1CC=CCCC=C1.[Rh]>[CH3:17][C@@H:4]1[CH2:5][CH:6]([C@H:8]([NH:14][CH:15]=[O:16])[C:9]([O:11][CH2:12][CH3:13])=[O:10])[CH2:7][C@@H:2]([CH3:1])[O:3]1 |f:2.3.4.5|. Procedure: Nitrogen was bubbled through a solution of ethyl 2-((2R,6R)-2,6-dimethyl-2H-pyran-4(3H,5H,6H)-ylidene)-2-formamidoacetate (17.0 g, 70.5 mmol) in MeOH (480 mL) for 10 min in a 2.5 L Parr hydrogenation vessel. Then (−)-1,2-bis((2S,5S)-2,5-dimethylphospholano)ethane(cyclooctadiene)-rhodium (I) tetrafluoroborate (0.706 g, 1.27 mmol) was added and the reaction vessel was sealed, vacuum flushed with nitrogen (4×) and then vacuum flushed with hydrogen (4×). The reaction solution was shaken under 60 psi... Reactants: C(#N)C1=CC=C2C(CCOC2=C1)=O (7-Cyano-4-chromanone), [BH4-].[Na+] (NaBH4). Solvent: C1CCOC1 (THF), CO (MeOH). Reaction conditions: time 14 hour. Product: C(#N)C1=CC=C2C(CCOC2=C1)O (7-cyano-4-chromanol). As a reaction SMILES: [C:1]([C:3]1[CH:12]=[C:11]2[C:6]([C:7](=[O:13])[CH2:8][CH2:9][O:10]2)=[CH:5][CH:4]=1)#[N:2].[BH4-].[Na+]>C1COCC1.CO>[C:1]([C:3]1[CH:12]=[C:11]2[C:6]([CH:7]([OH:13])[CH2:8][CH2:9][O:10]2)=[CH:5][CH:4]=1)#[N:2] |f:1.2|. Procedure: 7-Cyano-4-chromanone (Step A) (7.7 g, 44 mmol) was dissolved in THF (75 mL) and MeOH (150 mL), and cooled to 10° C. NaBH4 (1.9 g, 49 mmol) was added and the reaction was warmed to RT and stirred overnight (14 h). The reaction was quenched with acetone (5 mL) and 2 N HCl (100 mL) was added. The reaction was concentrated in vacuo to approximately 75 mL in volume and the reaction was partitioned between 2N HCl (200 mL) and EtOAc (400 mL). The layers were separated and the aqueous layer was back ext... The reactants are [N+](=O)([O-])C=1C2=CC=CC=C2C=C2C=CC=CC12 (9-nitroanthracene), hydrated tin chloride, Cl (HCl). Solvent: C(C)(=O)O (acetic acid). Product: Cl.NC=1C2=CC=CC=C2C=C2C=CC=CC12 (9-aminoanthracene hydrochloride salt). Reaction SMILES: [N+:1]([C:4]1[C:5]2[C:10]([CH:11]=[C:12]3[C:17]=1[CH:16]=[CH:15][CH:14]=[CH:13]3)=[CH:9][CH:8]=[CH:7][CH:6]=2)([O-])=O.[ClH:18]>C(O)(=O)C>[ClH:18].[NH2:1][C:4]1[C:5]2[C:10]([CH:11]=[C:12]3[C:17]=1[CH:16]=[CH:15][CH:14]=[CH:13]3)=[CH:9][CH:8]=[CH:7][CH:6]=2 |f:3.4|. Procedure details: In a preferred specific form of the invention 9-nitroanthracene is reacted with hydrated tin chloride and acetic acid in the presence of concentrated HCl to produce an aqueous solution of 9-aminoanthracene hydrochloride salt, and the solution is stirred in air at room temperature while 5% aqueous ammonia solution is added slowly until the pH rises to 1.8 to 2.0, the solution is stirred at this pH for at least 5 minutes and then further 5% aqueous ammonia is added slowly to bring the pH up to the... The reactants are Cl (hydrochloric acid), NCC(=O)O (glycine), C(OCC)(OCC)OCC (triethyl orthoformate), [N-]=[N+]=[N-].[Na+] (sodium azide). Solvent: C(C)(=O)O (acetic acid). Reaction conditions: temperature 55 celsius, time 6 hour. Yields the product N1(N=NN=C1)CC(=O)O (1H-Tetrazole-1-acetic acid). The yield is 28.1%. As a reaction SMILES: [N-:1]=[N+:2]=[N-:3].[Na+].[NH2:5][CH2:6][C:7]([OH:9])=[O:8].[CH:10](OCC)(OCC)OCC.Cl>C(O)(=O)C>[N:5]1([CH2:6][C:7]([OH:9])=[O:8])[CH:10]=[N:3][N:2]=[N:1]1 |f:0.1|. Procedure details: The title compound was prepared by a literature procedure* as follows: A mixture of sodium azide (10.5 g, 0.3 mol) and glacial acetic acid (125 ml) was blanketed with nitrogen and heated at 55° C. with stirring. After most of the solids had dissolved (15 min), glycine (18.75 g, 0.25 mol) and triethyl orthoformate (40 g, 0.27 mol) were added to the reaction mixture and heating at 55°-50° C. with stirring under nitrogen continued for 6 h. The reaction mixture was cooled to room temperature, acidif... Starting materials: CC(C)(C)ON=O, N#Cc1nn(-c2c(Cl)cc(C(F)(F)F)cc2Cl)c(N)c1-c1ccccc1C(F)(F)F, C1CCOC1. Product: N#Cc1nn(-c2c(Cl)cc(C(F)(F)F)cc2Cl)cc1-c1ccccc1C(F)(F)F. Reaction SMILES: [N:31]([O:32][C:33]([CH3:34])([CH3:35])[CH3:36])=[O:37].[NH2:1][c:2]1[c:3](-[c:21]2[c:22]([C:27]([F:28])([F:29])[F:30])[cH:23][cH:24][cH:25][cH:26]2)[c:4]([C:19]#[N:20])[n:5][n:6]1-[c:7]1[c:8]([Cl:18])[cH:9][c:10]([C:14]([F:15])([F:16])[F:17])[cH:11][c:12]1[Cl:13].[O:38]1[CH2:39][CH2:40][CH2:41][CH2:42]1>>[cH:2]1[c:3](-[c:21]2[c:22]([C:27]([F:28])([F:29])[F:30])[cH:23][cH:24][cH:25][cH:26]2)[c:4]([C:19]#[N:20])[n:5][n:6]1-[c:7]1[c:8]([Cl:18])[cH:9][c:10]([C:14]([F:15])([F:16])[F:17])[cH:11][c:12]1[Cl:13].